From a dataset of the Open Reaction Database (ORD), a public repository of structured organic reaction records. describe an organic reaction: reactants, conditions, products, and yield Reactants: Cc1cc(-c2c(-c3ccccc3)c3cc(Br)ccc3[nH]c2=O)on1, O=C([O-])[O-], Cc1ccccc1, CCO, [Na+], [Na+], OB(O)c1ccccc1, c1ccc(P(c2ccccc2)(c2ccccc2)[Pd](P(c2ccccc2)(c2ccccc2)c2ccccc2)(P(c2ccccc2)(c2ccccc2)c2ccccc2)P(c2ccccc2)(c2ccccc2)c2ccccc2)cc1. Product: Cc1cc(-c2c(-c3ccccc3)c3cc(-c4ccccc4)ccc3[nH]c2=O)on1. As a reaction SMILES: [Br:1][c:2]1[cH:3][c:4]2[c:5](-[c:19]3[cH:20][cH:21][cH:22][cH:23][cH:24]3)[c:6](-[c:13]3[cH:14][c:15]([CH3:18])[n:16][o:17]3)[c:7](=[O:12])[nH:8][c:9]2[cH:10][cH:11]1.[C:34](=[O:35])([O-:36])[O-:37].[CH3:120][c:121]1[cH:122][cH:123][cH:124][cH:125][cH:126]1.[CH3:40][CH2:41][OH:42].[Na+:38].[Na+:39].[c:25]1([B:31]([OH:32])[OH:33])[cH:26][cH:27][cH:28][cH:29][cH:30]1.[cH:43]1[cH:44][cH:45][c:46]([P:47]([Pd:48]([P:49]([c:50]2[cH:51][cH:52][cH:53][cH:54][cH:55]2)([c:56]2[cH:57][cH:58][cH:59][cH:60][cH:61]2)[c:62]2[cH:63][cH:64][cH:65][cH:66][cH:67]2)([P:68]([c:69]2[cH:70][cH:71][cH:72][cH:73][cH:74]2)([c:75]2[cH:76][cH:77][cH:78][cH:79][cH:80]2)[c:81]2[cH:82][cH:83][cH:84][cH:85][cH:86]2)[P:87]([c:88]2[cH:89][cH:90][cH:91][cH:92][cH:93]2)([c:94]2[cH:95][cH:96][cH:97][cH:98][cH:99]2)[c:100]2[cH:101][cH:102][cH:103][cH:104][cH:105]2)([c:106]2[cH:107][cH:108][cH:109][cH:110][cH:111]2)[c:112]2[cH:113][cH:114][cH:115][cH:116][cH:117]2)[cH:118][cH:119]1>>[c:2]1(-[c:25]2[cH:26][cH:27][cH:28][cH:29][cH:30]2)[cH:3][c:4]2[c:5](-[c:19]3[cH:20][cH:21][cH:22][cH:23][cH:24]3)[c:6](-[c:13]3[cH:14][c:15]([CH3:18])[n:16][o:17]3)[c:7](=[O:12])[nH:8][c:9]2[cH:10][cH:11]1.